From a dataset of the Open Reaction Database (ORD), a public repository of structured organic reaction records. describe an organic reaction: reactants, conditions, products, and yield The reactants are BrC1=CC=C(C[C@@]23C(N(C(N3C[C@H](C2)OC(C)=O)=O)C2=CC(=CC(=C2)Cl)Cl)=O)C=C1 ((5S,7S)-5-(4-bromobenzyl)-3-(3,5-dichlorophenyl)-7-acetoxy-1,3-diazabicyclo[3.3.0]octane-2,4-dione), O (water), [Li+].[OH-] (LiOH). Solvent: C1CCOC1 (THF), CO (MeOH). Run at time 4 hour. Product: BrC1=CC=C(C[C@@]23C(N(C(N3C[C@H](C2)O)=O)C2=CC(=CC(=C2)Cl)Cl)=O)C=C1 ((5S,7S)-5-(4-Bromobenzyl)-3-(3,5-dichlorophenyl)-7-hydroxy-1,3-diazabicyclo[3.3.0]octane-2,4-dione). Isolated yield 47.4%. Reaction SMILES: [Br:1][C:2]1[CH:30]=[CH:29][C:5]([CH2:6][C@@:7]23[CH2:14][C@H:13]([O:15]C(=O)C)[CH2:12][N:11]2[C:10](=[O:19])[N:9]([C:20]2[CH:25]=[C:24]([Cl:26])[CH:23]=[C:22]([Cl:27])[CH:21]=2)[C:8]3=[O:28])=[CH:4][CH:3]=1.O.[Li+].[OH-]>C1COCC1.CO>[Br:1][C:2]1[CH:3]=[CH:4][C:5]([CH2:6][C@@:7]23[CH2:14][C@H:13]([OH:15])[CH2:12][N:11]2[C:10](=[O:19])[N:9]([C:20]2[CH:21]=[C:22]([Cl:27])[CH:23]=[C:24]([Cl:26])[CH:25]=2)[C:8]3=[O:28])=[CH:29][CH:30]=1 |f:2.3|. Procedure details: To a solution of (5S,7S)-5-(4-bromobenzyl)-3-(3,5-dichlorophenyl)-7-acetoxy-1,3-diazabicyclo[3.3.0]octane-2,4-dione (0.10 g) in THF (5 in L), MeOH (0.10 mL), and water (0.10 mL) was added 2N LiOH (0.11 mL). After 4 hours, the mixture was quenched with acetic acid (0.10 mL) and concentrated. Purification by chromatography (Silica gel: 4% methanol/CH2Cl2, Chromatotron) afforded the titled compound (0.0435 g). MS (m/z) 469 (MH+), mp 88.3° C. RXN SMILES: [O:1]=[C:2]([C@H:20]([CH3:36])[C@@H:21]([O:27][C:28]([O:30][CH2:31][C:32]([Cl:35])([Cl:34])[Cl:33])=[O:29])[C@@H:22]([CH3:26])[CH2:23][CH:24]=[CH2:25])[C:3]([CH3:19])([CH3:18])[C@@H:4]([O:10][Si:11]([CH2:16][CH3:17])([CH2:14][CH3:15])[CH2:12][CH3:13])[C@H:5]([CH3:9])[C:6]([OH:8])=[O:7].[C:37](O)([CH3:40])([CH3:39])[CH3:38].C1(N=C=NC2CCCCC2)CCCCC1>CN(C)C1C=CN=CC=1.C(Cl)Cl>[O:1]=[C:2]([C@H:20]([CH3:36])[C@@H:21]([O:27][C:28]([O:30][CH2:31][C:32]([Cl:35])([Cl:33])[Cl:34])=[O:29])[C@@H:22]([CH3:26])[CH2:23][CH:24]=[CH2:25])[C:3]([CH3:19])([CH3:18])[C@@H:4]([O:10][Si:11]([CH2:12][CH3:13])([CH2:16][CH3:17])[CH2:14][CH3:15])[C@H:5]([CH3:9])[C:6]([O:8][C:37]([CH3:40])([CH3:39])[CH3:38])=[O:7]. Conditions: time 3 hour. Starting materials: O=C(C([C@H]([C@@H](C(=O)O)C)O[Si](CC)(CC)CC)(C)C)[C@@H]([C@H]([C@H](CC=C)C)OC(=O)OCC(Cl)(Cl)Cl)C ((2S,3S,6R,7S,8S)-5-oxo-3-(triethylsilyloxy)-2,4,4,6,8-pentamethyl-7-(2,2,2-trichloroethoxycarbonyloxy)-10-undecenoic acid), C(C)(C)(C)O (tert-butanol), C1(CCCCC1)N=C=NC1CCCCC1 (dicyclohexylcarbodiimide). The reagents and catalysts are CN(C1=CC=NC=C1)C (4-dimethylaminopyridine). Procedure details: A solution of (2S,3S,6R,7S,8S)-5-oxo-3-(triethylsilyloxy)-2,4,4,6,8-pentamethyl-7-(2,2,2-trichloroethoxycarbonyloxy)-10-undecenoic acid (11.8 g), tert-butanol (4.5 g), and 4-dimethylaminopyridine (0.2 g) in 20 mL of CH2Cl2 is cooled on ice and treated with dicyclohexylcarbodiimide (4.6 g) over a 5-minute period. The mixture is allowed to warm to ambient temperature and is stirred for 3 hours. The slurry is diluted with CH2Cl2 and filtered, and the filtrate is washed sequentially with sat. aq. ci... Solvent: C(Cl)Cl (CH2Cl2), C(Cl)Cl (CH2Cl2). Yields the product O=C(C([C@H]([C@@H](C(=O)OC(C)(C)C)C)O[Si](CC)(CC)CC)(C)C)[C@@H]([C@H]([C@H](CC=C)C)OC(=O)OCC(Cl)(Cl)Cl)C (tert-butyl (2S,3S,6R,7S,8S)-5-oxo-3-(triethylsilyloxy)-2,4,4,6,8-pentamethyl-7-(2,2,2-trichloroethoxycarbonyloxy)-10-undecenoate). Reactants: C(CCCCCCCC)C1=CC=C(C=C1)C1=NC=C(C=N1)C1=CC=C(C=C1)OC (2-(4'-nonylphenyl)-5-(4'-methoxyphenyl)pyrimidine), Br (hydrobromic acid). Run in C(C)(=O)O (acetic acid). The product is C(CCCCCCCC)C1=CC=C(C=C1)C1=NC=C(C=N1)C1=CC=C(C=C1)O (2-(4'-nonylphenyl)-5-(4'-hydroxyphenyl)pyrimidine). Isolated yield 56.4%. Reaction SMILES: [CH2:1]([C:10]1[CH:15]=[CH:14][C:13]([C:16]2[N:21]=[CH:20][C:19]([C:22]3[CH:27]=[CH:26][C:25]([O:28]C)=[CH:24][CH:23]=3)=[CH:18][N:17]=2)=[CH:12][CH:11]=1)[CH2:2][CH2:3][CH2:4][CH2:5][CH2:6][CH2:7][CH2:8][CH3:9].Br>C(O)(=O)C>[CH2:1]([C:10]1[CH:15]=[CH:14][C:13]([C:16]2[N:21]=[CH:20][C:19]([C:22]3[CH:23]=[CH:24][C:25]([OH:28])=[CH:26][CH:27]=3)=[CH:18][N:17]=2)=[CH:12][CH:11]=1)[CH2:2][CH2:3][CH2:4][CH2:5][CH2:6][CH2:7][CH2:8][CH3:9]. Reported procedure: A mixture of 60 g of 2-(4'-nonylphenyl)-5-(4'-methoxyphenyl)pyrimidine, 240 g of hydrobromic acid and one liter of acetic acid was refluxed for 40 hours. After a large portion of acetic acid was distilled away, the residue was added to a solution of 2N sodium hydroxide. The obtained crystals were recrystallized from ethyl acetate, and 32.6 g of 2-(4'-nonylphenyl)-5-(4'-hydroxyphenyl)pyrimidine was obtained. This compound showed liquid crystal property and its phase transition temperatures were 9... Reactants: C(C)(=O)OCC=1CS[C@H]2N(C1C(=O)O)C(C2NC(C(=NOC)C=2N=C(SC2)N)=O)=O (3-acetoxymethyl 7-[2-(2-amino-4-thiazolyl)-2-methoxyimino-acetamido]-ceph-3-eme-4-carboxylic acid), C(C)(=O)OCC=1CS[C@H]2N(C1C(=O)[O-])C(C2NC(C(=NOC)C=2N=C(SC2)N)=O)=O.[Na+] (sodium 3-acetoxymethyl-7-[2-(2-amino-4-thiazolyl)-2-methoxyimino-acetamido]-ceph-3-eme-4-carboxylate), C(C)(=O)OCC=1CS[C@H]2N(C1C(=O)O)C(C2NC(C(=NOC(C)C)C=2N=C(SC2)N)=O)=O (3-acetoxymethyl-7-[2-(2-amino-4-thiazolyl)-2-(1-methylethoxyimino)-acetamido]-ceph-3-eme-4-carboxylic acid). Yields the product NC=1SC=C(N1)C(C(=O)NC1[C@@H]2N(C(=C(CS2)COC(C)=O)C(=O)O)C1=O)=NO (7-[2-(2-amino-4-thiazolyl)-2-hydroxyimino-acetamido]-3-acetoxymethyl-ceph-3-eme-4-carboxylic acid). RXN SMILES: [C:1]([O:4][CH2:5][C:6]1[CH2:7][S:8][C@@H:9]2[CH:16]([NH:17][C:18](=[O:29])[C:19]([C:23]3[N:24]=[C:25]([NH2:28])[S:26][CH:27]=3)=[N:20][O:21]C)[C:15](=[O:30])[N:10]2[C:11]=1[C:12]([OH:14])=[O:13])(=[O:3])[CH3:2].C(OCC1CS[C@@H]2C(NC(=O)C(C3N=C(N)SC=3)=NOC)C(=O)N2C=1C([O-])=O)(=O)C.[Na+].C(OCC1CS[C@@H]2C(NC(=O)C(C3N=C(N)SC=3)=NOC(C)C)C(=O)N2C=1C(O)=O)(=O)C>>[NH2:28][C:25]1[S:26][CH:27]=[C:23]([C:19](=[N:20][OH:21])[C:18]([NH:17][CH:16]2[C:15](=[O:30])[N:10]3[C:11]([C:12]([OH:14])=[O:13])=[C:6]([CH2:5][O:4][C:1](=[O:3])[CH3:2])[CH2:7][S:8][C@H:9]23)=[O:29])[N:24]=1 |f:1.2|. Procedure: Gelules were prepared with 250 mg of 3-acetoxymethyl 7-[2-(2-amino-4-thiazolyl)-2-methoxyimino-acetamido]-ceph-3-eme-4-carboxylic acid or sodium 3-acetoxymethyl-7-[2-(2-amino-4-thiazolyl)-2-methoxyimino-acetamido]-ceph-3-eme-4-carboxylate or 3-acetoxymethyl-7-[2-(2-amino-4-thiazolyl)-2-(1-methylethoxyimino)-acetamido]-ceph-3-eme-4-carboxylic acid or the syn isomer of 7-[2-(2-amino-4-thiazolyl)-2-hydroxyimino-acetamido]-3-acetoxymethyl-ceph-3-eme-4-carboxylic acid and sufficient excipient to obta... Reactants: FC(C(=O)O)(F)F (Trifluoroacetic acid), C[C@H]1[C@@H](C(N1C1=NN=NN1)=O)NC(\C(=N/OC(C)(CC(=O)O)C(C)(C)C)\C=1N=C(SC1)NC(C1=CC=CC=C1)(C1=CC=CC=C1)C1=CC=CC=C1)=O ((3S,4S)-4-methyl-3-[(Z)-2-(2-triphenylmethylaminothiazol-4-yl)-2-(2-tert-butylcarboxyprop-2oxyimino)acetamido]-1-(5-tetrazolyl)-azetidin-2-one), ClCCl (dichloromethane). Solvent: C1(=CC=CC=C1)C (toluene). Run at time 1 hour. The product is C[C@H]1[C@@H](C(N1C1=NN=NN1)=O)NC(\C(=N/OC(C)(C)C(=O)O)\C=1N=C(SC1)N)=O ((3S,4S)-4-methyl-3-[(Z)-2-(2-aminothiazol-4-yl)-2-(2-carboxyprop-2-oxyimino)acetamido]-1-(5-tetrazolyl)-azetidin-2-one). Isolated yield 16.0%. RXN SMILES: FC(F)(F)[C:3]([OH:5])=[O:4].[CH3:8][C@@H:9]1[N:12]([C:13]2[NH:17][N:16]=[N:15][N:14]=2)[C:11](=[O:18])[C@H:10]1[NH:19][C:20](=[O:59])/[C:21](/[C:34]1[N:35]=[C:36]([NH:39]C(C2C=CC=CC=2)(C2C=CC=CC=2)C2C=CC=CC=2)[S:37][CH:38]=1)=[N:22]\[O:23][C:24](C(C)(C)C)([CH2:26]C(O)=O)[CH3:25].ClCCl>C1(C)C=CC=CC=1>[CH3:8][C@@H:9]1[N:12]([C:13]2[NH:14][N:15]=[N:16][N:17]=2)[C:11](=[O:18])[C@H:10]1[NH:19][C:20](=[O:59])/[C:21](/[C:34]1[N:35]=[C:36]([NH2:39])[S:37][CH:38]=1)=[N:22]\[O:23][C:24]([C:3]([OH:5])=[O:4])([CH3:25])[CH3:26]. Reported procedure: Trifluoroacetic acid (0.50 ml) was added to a -15° solution of 39 (0.047 g, 0.065 mmol) and 0.5 ml dichloromethane. After one hour, the solution was warmed to 23° and stirred for an additional hour before 2 ml toluene was added and volatiles were removed under a stream of nitrogen. Dilution with 10 ml water and washing with 20 ml of 1:1, ethyl acetate: diethyl ether was followed by evaporation under vacuum and chromatography by reverse phase preparative TLC (10% ethanol in water). Elution of a b... The reactants are O (water), OC1=NC=CC=C1 (2-hydroxypyridine), [H-].[Na+] (sodium hydride), O1C2C(OC3=C(C21)C=C(C=C3)S(=O)(=O)C(F)(F)F)(C)C (3,4-epoxy-3,4-dihydro-2,2-dimethyl-6-trifluoromethylsulfonyl-2H-1-benzopyran). The solvent is CS(=O)C (dimethyl sulfoxide). Reaction conditions: time 15 minute. Yields the product O=C1N(C=CC=C1)[C@H]1[C@@H](C(OC2=C1C=C(C=C2)S(=O)(=O)C(F)(F)F)(C)C)O (trans-3,4 Dihydro-4-(1,2-dihydro-2-oxo-1-pyridyl)-2,2-dimethyl-6-trifluoromethylsulfonyl-2H-1-benzopyran-3-ol). Isolated yield 23.5%. RXN SMILES: [OH:1][C:2]1[CH:7]=[CH:6][CH:5]=[CH:4][N:3]=1.[H-].[Na+].[O:10]1[CH:16]2[CH:11]1[C:12]([CH3:29])([CH3:28])[O:13][C:14]1[CH:20]=[CH:19][C:18]([S:21]([C:24]([F:27])([F:26])[F:25])(=[O:23])=[O:22])=[CH:17][C:15]=12.O>CS(C)=O>[O:1]=[C:2]1[CH:7]=[CH:6][CH:5]=[CH:4][N:3]1[C@@H:16]1[C:15]2[CH:17]=[C:18]([S:21]([C:24]([F:25])([F:27])[F:26])(=[O:23])=[O:22])[CH:19]=[CH:20][C:14]=2[O:13][C:12]([CH3:28])([CH3:29])[C@H:11]1[OH:10] |f:1.2|. Procedure details: 105 mg of 2-hydroxypyridine were added to a suspension of 48 mg of sodium hydride (as a 55% w/w dispersion in mineral oil) in anhydrous dimethyl sulfoxide, and the resulting mixture was stirred at room temperature for 15 minutes. At the end of this time, 309 mg of 3,4-epoxy-3,4-dihydro-2,2-dimethyl-6-trifluoromethylsulfonyl-2H-1-benzopyran (prepared as described in Preparation 8) were added under an atmosphere of nitrogen and at room temperature to the mixture. The mixture was then stirred at ro... Yields the product COc1cccc(-c2ccc(=O)[nH]c2)c1. Reaction SMILES: [C:20]([OH:21])(=[O:22])[CH3:23].[CH3:1][O:2][c:3]1[cH:4][c:5](-[c:9]2[cH:10][c:11]([C:16]([O:17][CH3:18])=[O:19])[c:12](=[O:15])[nH:13][cH:14]2)[cH:6][cH:7][cH:8]1.[ClH:24].[cH:25]1[cH:26][c:27]2[c:28]([n:29][cH:30][cH:31][cH:32]2)[cH:33][cH:34]1>>[CH3:1][O:2][c:3]1[cH:4][c:5](-[c:9]2[cH:10][cH:11][c:12](=[O:15])[nH:13][cH:14]2)[cH:6][cH:7][cH:8]1. Starting materials: CC(=O)O, COC(=O)c1cc(-c2cccc(OC)c2)c[nH]c1=O, Cl, c1ccc2ncccc2c1. Reaction SMILES: [CH3:31][OH:32].[H:29][H:30].[OH:1][CH:2]1[CH2:3][CH2:4][CH:5]([N:8]2[C:9](=[O:28])[C:10]3([CH2:11][CH2:12]2)[CH2:13][CH2:14][N:15]([c:18]2[n:19][cH:20][c:21]([N+:25]([O-:26])=[O:27])[cH:22][c:23]2[CH3:24])[CH2:16][CH2:17]3)[CH2:6][CH2:7]1>>[OH:1][CH:2]1[CH2:3][CH2:4][CH:5]([N:8]2[C:9](=[O:28])[C:10]3([CH2:11][CH2:12]2)[CH2:13][CH2:14][N:15]([c:18]2[n:19][cH:20][c:21]([NH2:25])[cH:22][c:23]2[CH3:24])[CH2:16][CH2:17]3)[CH2:6][CH2:7]1. Starting materials: CO, [H][H], Cc1cc([N+](=O)[O-])cnc1N1CCC2(CC1)CCN(C1CCC(O)CC1)C2=O. Product: Cc1cc(N)cnc1N1CCC2(CC1)CCN(C1CCC(O)CC1)C2=O. Starting materials: B(Br)(Br)Br (BBr3), COC1=CC=C(C=C1)N1N=CC2=C(C=CC=C12)OCC1=CC=CC=C1 (1-[4-(Methyloxy)phenyl]-4-[(phenylmethyl)oxy]-1H-indazole), B(Br)(Br)Br (BBr3). Solvent: C(Cl)Cl (DCM). Reaction conditions: temperature -78 celsius. Product: OC1=CC=C(C=C1)N1N=CC=2C(=CC=CC12)O (1-(4-Hydroxyphenyl)-1H-indazol-4-ol). The yield is 58.4%. As a reaction SMILES: C[O:2][C:3]1[CH:8]=[CH:7][C:6]([N:9]2[C:17]3[C:12](=[C:13]([O:18]CC4C=CC=CC=4)[CH:14]=[CH:15][CH:16]=3)[CH:11]=[N:10]2)=[CH:5][CH:4]=1.B(Br)(Br)Br>C(Cl)Cl>[OH:2][C:3]1[CH:4]=[CH:5][C:6]([N:9]2[C:17]3[CH:16]=[CH:15][CH:14]=[C:13]([OH:18])[C:12]=3[CH:11]=[N:10]2)=[CH:7][CH:8]=1. Procedure details: 1-[4-(Methyloxy)phenyl]-4-[(phenylmethyl)oxy]-1H-indazole (D32) (40 mg, 0.121 mmol) was dissolved in dry DCM (1.5 mL) under argon and cooled to −78° C. in a dry ice-acetone bath. After 5 minutes BBr3 (1M in DCM, 0.242 mL, 0.242 mmol) was added dropwise and when the addition was complete the bath was removed and it was allowed to reach room temperature. The reaction was followed by LC-MS. After 4 hours more BBr3 (1M in DCM, 0.242 mL, 0.242 mmol) was added to the mixture and after 21 hours it was ...